Dataset: the Open Reaction Database (ORD), a public repository of structured organic reaction records. Task: describe an organic reaction: reactants, conditions, products, and yield Reactants: BrC=1C(=C(C(=O)O)C=CC1)F (3-bromo-2-fluorobenzoic acid), C([O-])([O-])=O.[K+].[K+] (potassium carbonate), IC (Iodomethane), CC(C)(C)OC (MTBE). Run in CN(C)C=O (DMF). Reaction conditions: time 16 hour. Yields the product BrC=1C(=C(C(=O)OC)C=CC1)F (methyl 3-bromo-2-fluorobenzoate). Isolated yield 89.5%. RXN SMILES: [Br:1][C:2]1[C:3]([F:11])=[C:4]([CH:8]=[CH:9][CH:10]=1)[C:5]([OH:7])=[O:6].[C:12](=O)([O-])[O-].[K+].[K+].IC.CC(OC)(C)C>CN(C=O)C>[Br:1][C:2]1[C:3]([F:11])=[C:4]([CH:8]=[CH:9][CH:10]=1)[C:5]([O:7][CH3:12])=[O:6] |f:1.2.3|. Procedure: To a 100 mL round bottom flask was added 3-bromo-2-fluorobenzoic acid (5.00 g, 22.8 mmol, Oakwood), potassium carbonate (3.17 g, 22.9 mmol), and DMF (30 mL). Iodomethane, 2 M in MTBE (11.6 ml, 23.2 mmol) was added and the reaction mixture was stirred at RT for 16 hours. The reaction was filtered and the filtrate concentrated was in vacuo. The resulting brown crude residue was taken up with EtOAc and again filtered and concentrated to give methyl 3-bromo-2-fluorobenzoate (4.76 g, 20.4 mmol, 89.5%...